From a dataset of the Open Reaction Database (ORD), a public repository of structured organic reaction records. describe an organic reaction: reactants, conditions, products, and yield Starting materials: CC(C)(C)[O-], [Cl-], [K+], CCOC(=O)C(CC)Oc1cccc2nc3c(c(N)c12)CCCC3, [NH4+], C1CCOC1, O. Product: CCC1Oc2cccc3nc4c(c(c23)NC1=O)CCCC4. As a reaction SMILES: [CH3:26][C:27]([CH3:28])([O-:29])[CH3:30].[Cl-:32].[K+:31].[NH2:2][c:3]1[c:4]2[c:5]([O:17][CH:18]([C:19](=[O:20])[O:21][CH2:22][CH3:23])[CH2:24][CH3:25])[cH:6][cH:7][cH:8][c:9]2[n:10][c:11]2[c:16]1[CH2:15][CH2:14][CH2:13][CH2:12]2.[NH4+:33].[O:34]1[CH2:35][CH2:36][CH2:37][CH2:38]1.[OH2:1]>>[NH:2]1[c:3]2[c:4]3[c:5]([cH:6][cH:7][cH:8][c:9]3[n:10][c:11]3[c:16]2[CH2:15][CH2:14][CH2:13][CH2:12]3)[O:17][CH:18]([CH2:24][CH3:25])[C:19]1=[O:20]. Reactants: C(C)OC([C@H](CC1=CC=C(C=C1)OCC(=O)O)OC)=O ((2S)-3-(4-carboxymethoxy-phenyl)-2-methoxy-propionic acid ethyl ester), ClC1=CC=C(CN2CCNCC2)C=C1 (1-(4-chloro-benzyl)-piperazine), C(C)O[C@H](C(=O)O)CC1=CC=C(C=C1)O[C@H](C)C(NCCC1=CC=C(C=C1)OC1=CC=CC=C1)=O ((2S,1R)-2-ethoxy-3-(4-{1-[2-(4-phenoxy-phenyl)-ethylcarbamoyl]-ethoxy}-phenyl)-propionic acid). Yields the product ClC1=CC=C(CN2CCN(CC2)C(COC2=CC=C(C=C2)C[C@@H](C(=O)O)OC)=O)C=C1 ((2S)-3-(4-{2-[4-(4-chloro-benzyl)-piperazin-1-yl]-2-oxo-ethoxy}-phenyl)-2-methoxy-propionic acid). Reaction SMILES: C([O:3][C:4](=[O:20])[C@@H:5]([O:18][CH3:19])[CH2:6][C:7]1[CH:12]=[CH:11][C:10]([O:13][CH2:14][C:15]([OH:17])=O)=[CH:9][CH:8]=1)C.[Cl:21][C:22]1[CH:34]=[CH:33][C:25]([CH2:26][N:27]2[CH2:32][CH2:31][NH:30][CH2:29][CH2:28]2)=[CH:24][CH:23]=1.C(O[C@@H](CC1C=CC(O[C@@H](C(=O)NCCC2C=CC(OC3C=CC=CC=3)=CC=2)C)=CC=1)C(O)=O)C>>[Cl:21][C:22]1[CH:34]=[CH:33][C:25]([CH2:26][N:27]2[CH2:32][CH2:31][N:30]([C:15](=[O:17])[CH2:14][O:13][C:10]3[CH:9]=[CH:8][C:7]([CH2:6][C@H:5]([O:18][CH3:19])[C:4]([OH:3])=[O:20])=[CH:12][CH:11]=3)[CH2:29][CH2:28]2)=[CH:24][CH:23]=1. Reported procedure: The title compound was prepared from (2S)-3-(4-carboxymethoxy-phenyl)-2-methoxy-propionic acid ethyl ester (PREPARATION 3, step 2) and 1-(4-chloro-benzyl)-piperazine via the same procedure used for the preparation of (2S,1R)-2-ethoxy-3-(4-{1-[2-(4-phenoxy-phenyl)-ethylcarbamoyl]-ethoxy}-phenyl)-propionic acid (Example 1, step 3) to produce a colorless oil. MS (ES) for C23H27ClN2O5 [M+H]+: 447. Starting materials: C(CC)N1C(N(C=2N=C(N(C2C1=O)COCC[Si](C)(C)C)C=1C=NNC1)CCC)=O (1,3-dipropyl-8-(1H-pyrazol-4-yl)-7-(2-trimethylsilanyl-ethoxymethyl)-3,7-dihydro-purine-2,6-dione), BrCC1C(C1)C1=CC(=CC=C1)C(F)(F)F (1-(2-bromomethyl-cyclopropyl)-3-trifluoromethyl-benzene), C(=O)([O-])[O-].[K+].[K+] (K2CO3). Run in CC(=O)C (acetone). Run at temperature 52.5 celsius. Yields the product C(CC)N1C(N(C=2N=C(N(C2C1=O)COCC[Si](C)(C)C)C=1C=NN(C1)CC1C(C1)C1=CC(=CC=C1)C(F)(F)F)CCC)=O (1,3-dipropyl-8-{1-[2-(3-trifluoromethyl-phenyl)-cyclopropylmethyl]-1H-pyrazol-4-yl}-7-(2-trimethylsilanyl-ethoxymethyl)-3,7-dihydro-purine-2,6-dione). Isolated yield 379.1%. RXN SMILES: [CH2:1]([N:4]1[C:12](=[O:13])[C:11]2[N:10]([CH2:14][O:15][CH2:16][CH2:17][Si:18]([CH3:21])([CH3:20])[CH3:19])[C:9]([C:22]3[CH:23]=[N:24][NH:25][CH:26]=3)=[N:8][C:7]=2[N:6]([CH2:27][CH2:28][CH3:29])[C:5]1=[O:30])[CH2:2][CH3:3].Br[CH2:32][CH:33]1[CH2:35][CH:34]1[C:36]1[CH:41]=[CH:40][CH:39]=[C:38]([C:42]([F:45])([F:44])[F:43])[CH:37]=1.C([O-])([O-])=O.[K+].[K+]>CC(C)=O>[CH2:1]([N:4]1[C:12](=[O:13])[C:11]2[N:10]([CH2:14][O:15][CH2:16][CH2:17][Si:18]([CH3:20])([CH3:21])[CH3:19])[C:9]([C:22]3[CH:26]=[N:25][N:24]([CH2:32][CH:33]4[CH2:35][CH:34]4[C:36]4[CH:41]=[CH:40][CH:39]=[C:38]([C:42]([F:43])([F:44])[F:45])[CH:37]=4)[CH:23]=3)=[N:8][C:7]=2[N:6]([CH2:27][CH2:28][CH3:29])[C:5]1=[O:30])[CH2:2][CH3:3] |f:2.3.4|. Reported procedure: A mixture of 1,3-dipropyl-8-(1H-pyrazol-4-yl)-7-(2-trimethylsilanyl-ethoxymethyl)-3,7-dihydro-purine-2,6-dione (0.100 g, 0.23 mmol), 1-(2-bromomethyl-cyclopropyl)-3-trifluoromethyl-benzene (0.64 g, 0.23 mmol), K2CO3 (0.063 g, 0.46 mmol) and acetone (10 ml) were heated at 50-55° C. for 16 hrs. Reaction mixture was cooled to 20-25° C. and filtered off. The filtrate was evaporated and residue was purified by column chromatography to afford 1,3-dipropyl-8-{1-[2-(3-trifluoromethyl-phenyl)-cyclopropyl... Starting materials: C(CCCCC)N(C(=O)C=1OC(=CC1)C(CBr)=O)C (N-n-hexyl-N- methyl-5-(2-bromoacetyl)furan-2-carboxamide), C(N)(=N)NC(=S)N (guanylthiourea). The solvent is CC(=O)C (acetone). Yields the product Br.N(C(=N)N)C=1SC=C(N1)C=1OC(=CC1)C(N(C)CCCCCC)=O (2-Guanidino-4-(5-[N-n-hexyl-N-methylcarbamoyl]-2-furyl)thiazole Hydrobromide). Reaction SMILES: [CH2:1]([N:7]([CH3:19])[C:8]([C:10]1[O:11][C:12]([C:15](=O)[CH2:16][Br:17])=[CH:13][CH:14]=1)=[O:9])[CH2:2][CH2:3][CH2:4][CH2:5][CH3:6].[C:20]([NH:23][C:24]([NH2:26])=[S:25])(=[NH:22])[NH2:21]>CC(C)=O>[BrH:17].[NH:23]([C:24]1[S:25][CH:16]=[C:15]([C:12]2[O:11][C:10]([C:8](=[O:9])[N:7]([CH2:1][CH2:2][CH2:3][CH2:4][CH2:5][CH3:6])[CH3:19])=[CH:14][CH:13]=2)[N:26]=1)[C:20]([NH2:22])=[NH:21] |f:3.4|. Procedure details: A mixture of 6.8 g. (0.02 mole) of N-n-hexyl-N- methyl-5-(2-bromoacetyl)furan-2-carboxamide, 2.4 g. (0.02 mole) of guanylthiourea and 225 ml. of acetone was stirred at room temperature for 2 hours. The solid was recovered by filtration (5.4 g.) and recrystallized from ethanol to give 812 mg. of the title compound as a white solid, mp. 226°-228° C. The reactants are CS(=O)(=O)c1ccc(S(=O)(=O)Cl)cc1, COC(=O)c1ccc(N)cc1, ClCCl, c1ccncc1. Product: COC(=O)c1ccc(NS(=O)(=O)c2ccc(S(C)(=O)=O)cc2)cc1. Reaction SMILES: [CH3:12][S:13](=[O:14])(=[O:15])[c:16]1[cH:17][cH:18][c:19]([S:22](=[O:23])(=[O:24])[Cl:25])[cH:20][cH:21]1.[CH3:1][O:2][C:3]([c:4]1[cH:5][cH:6][c:7]([NH2:10])[cH:8][cH:9]1)=[O:11].[Cl:26][CH2:27][Cl:28].[cH:29]1[cH:30][cH:31][n:32][cH:33][cH:34]1>>[CH3:1][O:2][C:3]([c:4]1[cH:5][cH:6][c:7]([NH:10][S:22]([c:19]2[cH:18][cH:17][c:16]([S:13]([CH3:12])(=[O:14])=[O:15])[cH:21][cH:20]2)(=[O:23])=[O:24])[cH:8][cH:9]1)=[O:11]. The reactants are OC(COC1=C(C=C(C=C1)C=1SC(=C(N1)C)C(=O)OCC)N1N=NN=C1)(C)C (ethyl 2-[4-(2-hydroxy-2-methylpropoxy)-3-(1H-1,2,3,4-tetrazol-1-yl)phenyl]-4-methyl-1,3-thiazole-5-carboxylate), O (water), [OH-].[Na+] (sodium hydroxide), Cl (hydrochloric acid). The solvent is mixed solution, O1CCCC1.CO (tetrahydrofuran methanol). Reaction conditions: time 3 hour. Yields the product OC(COC1=C(C=C(C=C1)C=1SC(=C(N1)C)C(=O)O)N1N=NN=C1)(C)C (2-[4-(2-hydroxy-2-methylpropoxy)-3-(1H-1,2,3,4-tetrazol-1-yl)phenyl]-4-methyl-1,3-thiazole-5-carboxylic acid). The yield is 52.1%. Reaction SMILES: [OH:1][C:2]([CH3:28])([CH3:27])[CH2:3][O:4][C:5]1[CH:10]=[CH:9][C:8]([C:11]2[S:12][C:13]([C:17]([O:19]CC)=[O:18])=[C:14]([CH3:16])[N:15]=2)=[CH:7][C:6]=1[N:22]1[CH:26]=[N:25][N:24]=[N:23]1.[OH-].[Na+].Cl.O>O1CCCC1.CO>[OH:1][C:2]([CH3:28])([CH3:27])[CH2:3][O:4][C:5]1[CH:10]=[CH:9][C:8]([C:11]2[S:12][C:13]([C:17]([OH:19])=[O:18])=[C:14]([CH3:16])[N:15]=2)=[CH:7][C:6]=1[N:22]1[CH:26]=[N:25][N:24]=[N:23]1 |f:1.2,5.6|. Procedure details: A reaction mixture solution prepared by dissolving 9.9 mg of ethyl 2-[4-(2-hydroxy-2-methylpropoxy)-3-(1H-1,2,3,4-tetrazol-1-yl)phenyl]-4-methyl-1,3-thiazole-5-carboxylate in 1.0 mL of a mixed solution of tetrahydrofuran/methanol=1/1 and adding 0.2 mL of 2 M sodium hydroxide aqueous solution was stirred at room temperature for 3 hours. After the addition of 0.2 mL of 2 M hydrochloric acid to the reaction mixture solution under stirring, 3 mL of water was added and extraction was performed using ... Starting materials: NC1=C(C(=O)C2=C(C=CC=C2F)F)C=C(C=C1)F (2-amino-2',5,6'-trifluorobenzophenone), [OH-].[K+] (potassium hydroxide). The solvent is C(COCCO)O (diethylene glycol). Product: FC=1C=C(C(N)=CC1)CC1=C(C=CC=C1F)F (4-fluoro-α-(2,6-difluorophenyl)-0-toluidine). As a reaction SMILES: [NH2:1][C:2]1[CH:17]=[CH:16][C:15]([F:18])=[CH:14][C:3]=1[C:4]([C:6]1[C:11]([F:12])=[CH:10][CH:9]=[CH:8][C:7]=1[F:13])=O.[OH-].[K+]>C(O)COCCO>[F:18][C:15]1[CH:14]=[C:3]([CH2:4][C:6]2[C:7]([F:13])=[CH:8][CH:9]=[CH:10][C:11]=2[F:12])[C:2](=[CH:17][CH:16]=1)[NH2:1] |f:1.2|. Reported procedure: In the manner given in Preparation 11, 2-amino-2',5,6'-trifluorobenzophenone is refluxed with potassium hydroxide in diethylene glycol to give 4-fluoro-α-(2,6-difluorophenyl)-0-toluidene. Reactants: BrC1=CC=C(C(C)N)C=C1 (4-bromo-α-methylbenzylamine), N1=CC(=CC=C1)C=O (3-pyridinecarboxaldehyde), C(C)(=O)O[BH-](OC(C)=O)OC(C)=O.[Na+] (sodium triacetoxyborohydride). Solvent: ClCCCl (1,2-dichloroethane), ClCCl (dichloromethane). The product is BrC1=CC=C(C=C1)C(C)NCC=1C=NC=CC1 (N-(1-(4-Bromophenyl)ethyl)pyrid-3-ylmethylamine). RXN SMILES: [Br:1][C:2]1[CH:10]=[CH:9][C:5]([CH:6]([NH2:8])[CH3:7])=[CH:4][CH:3]=1.[N:11]1[CH:16]=[CH:15][CH:14]=[C:13]([CH:17]=O)[CH:12]=1.C(O[BH-](OC(=O)C)OC(=O)C)(=O)C.[Na+]>ClCCCl.ClCCl>[Br:1][C:2]1[CH:10]=[CH:9][C:5]([CH:6]([NH:8][CH2:17][C:13]2[CH:12]=[N:11][CH:16]=[CH:15][CH:14]=2)[CH3:7])=[CH:4][CH:3]=1 |f:2.3|. Procedure details: A solution of 4-bromo-α-methylbenzylamine (1.5 g, 7.7 mmol), 3-pyridinecarboxaldehyde (0.8 g, 7.5 mmol), and sodium triacetoxyborohydride (2.25 g, 10.5 mmol) in 60 ml of 1,2-dichloroethane was stirred at room temperature for 18 h. The solution was diluted with dichloromethane and washed twice with a saturated sodium bicarbonate solution, once with water, and once with brine. The organic layer was separated, dried over sodium sulfate, filtered, and concentrated in vacuo to afford the title compou...